Dataset: the Open Reaction Database (ORD), a public repository of structured organic reaction records. Task: describe an organic reaction: reactants, conditions, products, and yield The reactants are COC=1C=C(CN2C3=CC=CC=C3C=3C(=CC=CC23)O[C@H](C(=O)O)CC)C=CC1OCC=1N=C(OC1C)C1=CC=CC=C1 ((S)-(+)-2-{9-[3-methoxy-4-(5-methyl-2-phenyl-oxazole-4-ylmethoxy)-benzyl]-9H-carbazole-4-yloxy}butyric acid), C(C)C(C(=O)[O-])CCCC.[Na+] (sodium 2-ethylhexanoate). Solvent: C(C)(=O)OCC (ethyl acetate). The product is COC=1C=C(CN2C3=CC=CC=C3C=3C(=CC=CC23)O[C@H](C(=O)[O-])CC)C=CC1OCC=1N=C(OC1C)C1=CC=CC=C1.[Na+] (sodium (S)-(+)-2-{9-[3-methoxy-4-((5-methyl-2-phenyl-oxazole-4-yl)methoxy)-benzyl]-9H-carbazole-4-yloxy}butyrate). RXN SMILES: [CH3:1][O:2][C:3]1[CH:4]=[C:5]([CH:27]=[CH:28][C:29]=1[O:30][CH2:31][C:32]1[N:33]=[C:34]([C:38]2[CH:43]=[CH:42][CH:41]=[CH:40][CH:39]=2)[O:35][C:36]=1[CH3:37])[CH2:6][N:7]1[C:19]2[CH:18]=[CH:17][CH:16]=[C:15]([O:20][C@@H:21]([CH2:25][CH3:26])[C:22]([OH:24])=[O:23])[C:14]=2[C:13]2[C:8]1=[CH:9][CH:10]=[CH:11][CH:12]=2.C(C(CCCC)C([O-])=O)C.[Na+:54]>C(OCC)(=O)C>[CH3:1][O:2][C:3]1[CH:4]=[C:5]([CH:27]=[CH:28][C:29]=1[O:30][CH2:31][C:32]1[N:33]=[C:34]([C:38]2[CH:43]=[CH:42][CH:41]=[CH:40][CH:39]=2)[O:35][C:36]=1[CH3:37])[CH2:6][N:7]1[C:19]2[CH:18]=[CH:17][CH:16]=[C:15]([O:20][C@@H:21]([CH2:25][CH3:26])[C:22]([O-:24])=[O:23])[C:14]=2[C:13]2[C:8]1=[CH:9][CH:10]=[CH:11][CH:12]=2.[Na+:54] |f:1.2,4.5|. Procedure: 420 mg of (S)-(+)-2-{9-[3-methoxy-4-(5-methyl-2-phenyl-oxazole-4-ylmethoxy)-benzyl]-9H-carbazole-4-yloxy}butyric acid was suspended in 4.2 mL of ethyl acetate, 125 mg of sodium 2-ethylhexanoate was added thereto, and refluxed for 1 hour. After cooling, the crystalline precipitate was isolated by filtration, washed with ethyl acetate, dried under reduced pressure, and 437 mg of the subject compound was prepared as white crystal. Optical purity 96% ee (HPLC).